Dataset: the Open Reaction Database (ORD), a public repository of structured organic reaction records. Task: describe an organic reaction: reactants, conditions, products, and yield The reactants are C(=O)NC=1SC(=CN1)CC(=O)NC1[C@@H]2N(C(=C(CS2)C=C)C(=O)OC(C2=CC=CC=C2)C2=CC=CC=C2)C1=O (benzhydryl 7-[2-(2-formamidothiazol-5-yl)acetamido]-3-vinyl-3-cephem-4-carboxylate), C(C)(C)OC(C)C (diisopropyl ether), FC(C(=O)O)(F)F (2,2,2-trifluoroacetic acid). The solvent is C(Cl)Cl (methylene chloride), C1(=CC=CC=C1)OC (anisole). Conditions: temperature 7.5 celsius, time 15 minute. Yields the product C(=O)NC=1SC(=CN1)CC(=O)NC1[C@@H]2N(C(=C(CS2)C=C)C(=O)O)C1=O (7-[2-(2-formamidothiazol-5-yl)acetamido]-3-vinyl-3-cephem-4-carboxylic acid). The yield is 72.8%. RXN SMILES: [CH:1]([NH:3][C:4]1[S:5][C:6]([CH2:9][C:10]([NH:12][CH:13]2[C:38](=[O:39])[N:15]3[C:16]([C:22]([O:24]C(C4C=CC=CC=4)C4C=CC=CC=4)=[O:23])=[C:17]([CH:20]=[CH2:21])[CH2:18][S:19][C@H:14]23)=[O:11])=[CH:7][N:8]=1)=[O:2].FC(F)(F)C(O)=O.C(OC(C)C)(C)C>C(Cl)Cl.C1(OC)C=CC=CC=1>[CH:1]([NH:3][C:4]1[S:5][C:6]([CH2:9][C:10]([NH:12][CH:13]2[C:38](=[O:39])[N:15]3[C:16]([C:22]([OH:24])=[O:23])=[C:17]([CH:20]=[CH2:21])[CH2:18][S:19][C@H:14]23)=[O:11])=[CH:7][N:8]=1)=[O:2]. Procedure details: To a suspension of benzhydryl 7-[2-(2-formamidothiazol-5-yl)acetamido]-3-vinyl-3-cephem-4-carboxylate (11.48 g) in methylene chloride (57.4 ml) and anisole (15 ml) was added 2,2,2-trifluoroacetic acid (46 ml) under ice-cooling, and the mixture was stirred at 7 to 8° C. for 15 minutes. After the reaction mixture was poured into diisopropyl ether (600 ml), it was stirred under ice-cooling for 20 minutes, followed by collecting the insoluble substance by filtration and washing it with diisopropyl e... As a reaction SMILES: [CH3:1][OH:2].[Cl:5][c:6]1[cH:7][c:8]2[c:9]3[cH:10][cH:11][n:12][cH:13][c:14]3[nH:15][c:16]2[c:17]([N+:20](=[O:21])[O-:22])[c:18]1[F:19].[H-:4].[Na+:3].[O:24]=[CH:25][N:26]([CH3:27])[CH3:28].[OH2:23]>>[CH3:1][O:2][c:18]1[c:6]([Cl:5])[cH:7][c:8]2[c:9]3[cH:10][cH:11][n:12][cH:13][c:14]3[nH:15][c:16]2[c:17]1[N+:20](=[O:21])[O-:22]. The product is COc1c(Cl)cc2c([nH]c3cnccc32)c1[N+](=O)[O-]. The reactants are CO, O=[N+]([O-])c1c(F)c(Cl)cc2c1[nH]c1cnccc12, [H-], [Na+], CN(C)C=O, O. The reactants are CO, CCCCCc1oc(-c2ccc(Cl)cc2)nc1CC(=O)OCC, [K+], [OH-], O. Product: CCCCCc1oc(-c2ccc(Cl)cc2)nc1CC(=O)O. As a reaction SMILES: [CH3:24][OH:25].[Cl:1][c:2]1[cH:3][cH:4][c:5](-[c:8]2[o:9][c:10]([CH2:19][CH2:20][CH2:21][CH2:22][CH3:23])[c:11]([CH2:13][C:14](=[O:15])[O:16][CH2:17][CH3:18])[n:12]2)[cH:6][cH:7]1.[K+:27].[OH-:26].[OH2:28]>>[Cl:1][c:2]1[cH:3][cH:4][c:5](-[c:8]2[o:9][c:10]([CH2:19][CH2:20][CH2:21][CH2:22][CH3:23])[c:11]([CH2:13][C:14](=[O:15])[OH:16])[n:12]2)[cH:6][cH:7]1. The reactants are COC(=O)C=1C(=CC=C(C1)C(N)=S)C1=C(C=CC=C1)[N+](=O)[O-] (2′-nitro-4-thiocarbamoyl-biphenyl-2-carboxylic acid methyl ester), COC(=O)C=1C(=CC=C(C1)C(N)=S)C1=C(C=CC=C1)[N+](=O)[O-] (2′-nitro-4-thiocarbamoyl-biphenyl-2-carboxylic acid methyl ester), BrCC(=O)C=1C=C(C#N)C=CC1 (3-(2-bromoacetyl)benzonitrile). Product: C(#N)C=1C=C(C=CC1)C=1N=C(SC1)C=1C=C(C(=CC1)C1=C(C=CC=C1)[N+](=O)[O-])C(=O)O (4-[4-(3-Cyano-phenyl)-thiazol-2-yl]-2′-nitro-biphenyl-2-carboxylic acid). The yield is 56.0%. RXN SMILES: C[O:2][C:3]([C:5]1[C:6]([C:14]2[CH:19]=[CH:18][CH:17]=[CH:16][C:15]=2[N+:20]([O-:22])=[O:21])=[CH:7][CH:8]=[C:9]([C:11](=[S:13])[NH2:12])[CH:10]=1)=[O:4].Br[CH2:24][C:25]([C:27]1[CH:28]=[C:29]([CH:32]=[CH:33][CH:34]=1)[C:30]#[N:31])=O>>[C:30]([C:29]1[CH:28]=[C:27]([C:25]2[N:12]=[C:11]([C:9]3[CH:10]=[C:5]([C:3]([OH:2])=[O:4])[C:6]([C:14]4[CH:19]=[CH:18][CH:17]=[CH:16][C:15]=4[N+:20]([O-:22])=[O:21])=[CH:7][CH:8]=3)[S:13][CH:24]=2)[CH:34]=[CH:33][CH:32]=1)#[N:31]. Procedure: 4-[4-(3-Cyano-phenyl)-thiazol-2-yl]-2′-nitro-biphenyl-2-carboxylic acid (150 mg, 56%) was prepared from 2′-nitro-4-thiocarbamoyl-biphenyl-2-carboxylic acid methyl ester (which may be prepared as described for Intermediate 4) and 3-(2-bromoacetyl)benzonitrile (available from Oakwood Products, Inc.) using the procedure described for the preparation of Example 1. 1H NMR (300 MHz, DMSO-d6) δ 13.17 (s, 1H), 8.59 (d, J=1.6 Hz, 1H), 8.54 (s, 1H), 8.51 (s, 1H), 8.44 (d, J=7.7 Hz, 1H), 8.31 (dd, J=8.0, 1... Starting materials: C1CCC2=NCCCN2CC1, CN1CCCC1=O, Nc1nccc(Cl)c1I, Oc1cc(F)ccc1F, [Na+], [OH-]. Product: Nc1nccc(Oc2cc(F)ccc2F)c1I. RXN SMILES: [CH2:19]1[CH2:20][CH2:21][C:22]2=[N:27][CH2:26][CH2:25][CH2:24][N:23]2[CH2:28][CH2:29]1.[CH3:32][N:33]1[CH2:34][CH2:35][CH2:36][C:37]1=[O:38].[Cl:1][c:2]1[c:3]([I:9])[c:4]([NH2:8])[n:5][cH:6][cH:7]1.[F:10][c:11]1[c:12]([OH:18])[cH:13][c:14]([F:17])[cH:15][cH:16]1.[Na+:31].[OH-:30]>>[c:2]1([O:18][c:12]2[c:11]([F:10])[cH:16][cH:15][c:14]([F:17])[cH:13]2)[c:3]([I:9])[c:4]([NH2:8])[n:5][cH:6][cH:7]1. Starting materials: CO, CCOCC, C=C1CC(C(=O)O)C(c2ccc(Cl)cc2)C1, C=[N+]=[N-]. Reaction SMILES: [CH3:20][OH:21].[CH3:22][CH2:23][O:24][CH2:25][CH3:26].[Cl:1][c:2]1[cH:3][cH:4][c:5]([CH:8]2[CH:9]([C:14](=[O:15])[OH:16])[CH2:10][C:11](=[CH2:13])[CH2:12]2)[cH:6][cH:7]1.[N+:17](=[N-:18])=[CH2:19]>>[Cl:1][c:2]1[cH:3][cH:4][c:5]([CH:8]2[CH:9]([C:14](=[O:15])[O:16][CH3:19])[CH2:10][C:11](=[CH2:13])[CH2:12]2)[cH:6][cH:7]1. Product: C=C1CC(C(=O)OC)C(c2ccc(Cl)cc2)C1.